From a dataset of the Open Reaction Database (ORD), a public repository of structured organic reaction records. describe an organic reaction: reactants, conditions, products, and yield The reactants are C1(CCCCC1)C(=C)C(CCC=C)O (2-Cyclohexyl-hepta-1,6-dien-3-ol). Reagents/catalysts: O=[Mn]=O (MnO2). The solvent is CCCCCC (hexane). Reaction conditions: time 96 hour. Yields the product C1(CCCCC1)C(=C)C(CCC=C)=O (2-Cyclohexylhepta-1,6-dien-3-one). Isolated yield 83.9%. As a reaction SMILES: [CH:1]1([C:7]([CH:9]([OH:14])[CH2:10][CH2:11][CH:12]=[CH2:13])=[CH2:8])[CH2:6][CH2:5][CH2:4][CH2:3][CH2:2]1>CCCCCC.O=[Mn]=O>[CH:1]1([C:7]([C:9](=[O:14])[CH2:10][CH2:11][CH:12]=[CH2:13])=[CH2:8])[CH2:6][CH2:5][CH2:4][CH2:3][CH2:2]1. Procedure: 2-Cyclohexyl-hepta-1,6-dien-3-ol (85 g, 0.44 mol) were oxidized with MnO2 (804 g, 9.2 mol) in 2 l of hexane at RT. After stirring for 96 hours, the reaction mixture was filtered over Celite and concentrated in vacuo yielding 71 g of a yellow oil. Distillation (0.04 Torr/70° C.) yielded 43.5 g (51%) of pure product. Reactants: CC[C@@]12C(C=C[C@H]1[C@@H]1CCC3=CC(CC[C@@H]3[C@H]1CC2)=O)=O (18-methyl-4,15-estradiene-3,17-dione), Formula III, [C-]#[C-].[Li+].[Li+] (lithium acetylide). Product: CC[C@]12CC[C@H]3[C@H]([C@@H]1C=C[C@]2(C#C)O)CCC4=CC(=O)CC[C@H]34 (gestodene). Isolated yield 75.0%. As a reaction SMILES: [CH3:1][CH2:2][C@:3]12[CH2:19][CH2:18][C@H:17]3[C@@H:8]([CH2:9][CH2:10][C:11]4[C@@H:16]3[CH2:15][CH2:14][C:13](=[O:20])[CH:12]=4)[C@@H:7]1[CH:6]=[CH:5][C:4]2=[O:21].[C-:22]#[C-:23].[Li+].[Li+]>>[CH3:1][CH2:2][C@@:3]12[C@:4]([OH:21])([C:22]#[CH:23])[CH:5]=[CH:6][C@H:7]1[C@@H:8]1[CH2:9][CH2:10][C:11]3[C@@H:16]([C@H:17]1[CH2:18][CH2:19]2)[CH2:15][CH2:14][C:13](=[O:20])[CH:12]=3 |f:1.2.3|. Procedure details: By treating 18-methyl-4,15-estradiene-3,17-dione (Formula III: Y=O, A-B=CH=CH) with lithium acetylide, gestodene is obtained in a high yield of about 75%. However, this method is usable only for amounts of starting material compounds up to 100 g; ethynylation in this manner therefore cannot be performed on an industrial scale. Moreover, it has been found that the 18-methyl-4,15-estradiene-3,17-dione starting material can have a sensitizing effect in case of skin contact, consequently protective ... Starting materials: C(C)(=O)N1[C@H](C[C@H](C2=CC(=CC=C12)Br)NC1=NC=C(C#N)C=C1)C (6-(((2S,4R)-1-acetyl-6-bromo-2-methyl-1,2,3,4-tetrahydroquinolin-4-yl)amino)nicotinonitrile), COCCN1N=CC(=C1)B1OC(C(O1)(C)C)(C)C (1-(2-methoxyethyl)-4-(4,4,5,5-tetramethyl-1,3,2-dioxaborolan-2-yl)-1H-pyrazole), C(C)(=O)N1[C@H](C[C@H](C2=CC(=CC=C12)Br)NC1=NC=C(C#N)C=C1)C (6-(((2S,4R)-1-acetyl-6-bromo-2-methyl-1,2,3,4-tetrahydroquinolin-4-yl)amino)nicotinonitrile), [OH-].[K+] (KOH), CCO (EtOH). Solvent: C1(=CC=CC=C1)C (toluene), O (water). Product: C(C)(=O)N1[C@H](C[C@H](C2=CC(=CC=C12)C=1C=NN(C1)CCOC)NC1=NC=C(C#N)C=C1)C (6-(((2S,4R)-1-acetyl-6-(1-(2-methoxyethyl)-1H-pyrazol-4-yl)-2-methyl-1,2,3,4-tetrahydroquinolin-4-yl)amino)nicotinonitrile). RXN SMILES: [C:1]([N:4]1[C:13]2[C:8](=[CH:9][C:10](Br)=[CH:11][CH:12]=2)[C@H:7]([NH:15][C:16]2[CH:23]=[CH:22][C:19]([C:20]#[N:21])=[CH:18][N:17]=2)[CH2:6][C@@H:5]1[CH3:24])(=[O:3])[CH3:2].[OH-].[K+].[CH3:27][O:28][CH2:29][CH2:30][N:31]1[CH:35]=[C:34](B2OC(C)(C)C(C)(C)O2)[CH:33]=[N:32]1.CCO>C1(C)C=CC=CC=1.O>[C:1]([N:4]1[C:13]2[C:8](=[CH:9][C:10]([C:34]3[CH:33]=[N:32][N:31]([CH2:30][CH2:29][O:28][CH3:27])[CH:35]=3)=[CH:11][CH:12]=2)[C@H:7]([NH:15][C:16]2[CH:23]=[CH:22][C:19]([C:20]#[N:21])=[CH:18][N:17]=2)[CH2:6][C@@H:5]1[CH3:24])(=[O:3])[CH3:2] |f:1.2|. Procedure: 6-(((2S,4R)-1-acetyl-6-bromo-2-methyl-1,2,3,4-tetrahydroquinolin-4-yl)amino)nicotinonitrile (Intermediate 6) (10 g, 26.0 mmol), PEPPSI™ (1.764 g, 2.60 mmol), KOH (4.37 g, 78 mmol) and 1-(2-methoxyethyl)-4-(4,4,5,5-tetramethyl-1,3,2-dioxaborolan-2-yl)-1H-pyrazole (CAS No. 847818-71-7 available from Milestone PharmTech USA Inc.) (11.78 g, 46.7 mmol) were combined in a mixture of toluene (80 mL), EtOH (40 mL) and water (50 mL). The mixture was degassed and then heated at reflux under a nitrogen atm... Reactants: COCCOC, Cc1nc2cc(OCC(O)CN3CCN(CCN)CC3)ccc2s1, O=S(=O)(Cl)Cl, c1ccccc1. Yields the product Cc1nc2cc(OCC(O)CN3CCN(CCNS(=O)(=O)c4ccccc4)CC3)ccc2s1. Reaction SMILES: [CH3:36][O:37][CH2:38][CH2:39][O:40][CH3:41].[NH2:1][CH2:2][CH2:3][N:4]1[CH2:5][CH2:6][N:7]([CH2:10][CH:11]([CH2:12][O:13][c:14]2[cH:15][cH:16][c:17]3[c:18]([n:19][c:20]([CH3:22])[s:21]3)[cH:23]2)[OH:24])[CH2:8][CH2:9]1.[S:25](=[O:26])(=[O:27])([Cl:28])[Cl:29].[cH:30]1[cH:31][cH:32][cH:33][cH:34][cH:35]1>>[NH:1]([CH2:2][CH2:3][N:4]1[CH2:5][CH2:6][N:7]([CH2:10][CH:11]([CH2:12][O:13][c:14]2[cH:15][cH:16][c:17]3[c:18]([n:19][c:20]([CH3:22])[s:21]3)[cH:23]2)[OH:24])[CH2:8][CH2:9]1)[S:25](=[O:26])(=[O:27])[c:30]1[cH:31][cH:32][cH:33][cH:34][cH:35]1. Starting materials: C(C)OC(=O)C1=CNC2=C1N=CN=C2C2=C(C=CC=1OCOC12)OCC1CC1 (4-(5-Cyclopropylmethoxy-1,3-benzodioxol-4-yl)-5H-pyrrolo[3,2-d]pyrimidine-7-carboxylic acid ethyl ester), [Li+].[OH-] (LiOH). Solvent: O (water), O1CCOCC1 (dioxane). Run at temperature 100 celsius. The product is C1(CC1)COC1=C(C2=C(OCO2)C=C1)C=1C2=C(N=CN1)C(=CN2)C(=O)O (4-(5-Cyclopropylmethoxy-1,3-benzodioxol-4-yl)-5H-pyrrolo[3,2-d]pyrimidine-7-carboxylic acid). The yield is 93.1%. RXN SMILES: C([O:3][C:4]([C:6]1[C:10]2[N:11]=[CH:12][N:13]=[C:14]([C:15]3[C:23]4[O:22][CH2:21][O:20][C:19]=4[CH:18]=[CH:17][C:16]=3[O:24][CH2:25][CH:26]3[CH2:28][CH2:27]3)[C:9]=2[NH:8][CH:7]=1)=[O:5])C.[Li+].[OH-]>O1CCOCC1.O>[CH:26]1([CH2:25][O:24][C:16]2[CH:17]=[CH:18][C:19]3[O:20][CH2:21][O:22][C:23]=3[C:15]=2[C:14]2[C:9]3[NH:8][CH:7]=[C:6]([C:4]([OH:5])=[O:3])[C:10]=3[N:11]=[CH:12][N:13]=2)[CH2:27][CH2:28]1 |f:1.2|. Procedure details: 4-(5-Cyclopropylmethoxy-1,3-benzodioxol-4-yl)-5H-pyrrolo[3,2-d]pyrimidine-7-carboxylic acid ethyl ester (9.53 g; 25.0 mmol) from example A48 is suspended in dioxane (170 mL) and water (100 mL). After addition of LiOH (2.99 g; 125.0 mmol) the reaction mixture is stirred at 100° C. over night. The resulting solution is evaporated to dryness. The residue is dissolved in hot (60-90° C.) water (250 mL) and pH is adjusted to 2-3 by addition of 2M citric acid while still hot. After cooling to ambient t... Starting materials: Cl.Cl.COC=1C=C(CN2CCNCC2)C=C(C1OC)OC (1-(3,4,5-trimethyoxybenzyl)piperazine dihydrochloride), Cl (hydrochloride), P(OCC)(OCC)(=O)C#N (Diethyl phosphorocyanidate), ice, COC=1C=C2C=C(CC2=CC1OC)C(=O)O (5,6-dimethoxy-1H-indene-2-carboxylic acid). Run in CN(C=O)C (N,N-dimethylformamide), C(C)N(CC)CC (triethylamine), O (water), C(C)O (ethanol). The product is Cl.COC=1C=C2C=C(CC2=CC1OC)C(=O)N1CCN(CC1)CC1=CC(=C(C(=C1)OC)OC)OC (1-(5,6-dimethoxy-1H-inden-2-ylcarbonyl)-4-(3,4,5-trimethoxybenzyl)piperazine hydrochloride). Isolated yield 79.0%. As a reaction SMILES: P(C#N)(=O)(OCC)OCC.[CH3:11][O:12][C:13]1[CH:14]=[C:15]2[C:19](=[CH:20][C:21]=1[O:22][CH3:23])[CH2:18][C:17]([C:24]([OH:26])=O)=[CH:16]2.[ClH:27].Cl.[CH3:29][O:30][C:31]1[CH:32]=[C:33]([CH:41]=[C:42]([O:46][CH3:47])[C:43]=1[O:44][CH3:45])[CH2:34][N:35]1[CH2:40][CH2:39][NH:38][CH2:37][CH2:36]1.Cl>C(O)C.O.CN(C)C=O.C(N(CC)CC)C>[ClH:27].[CH3:11][O:12][C:13]1[CH:14]=[C:15]2[C:19](=[CH:20][C:21]=1[O:22][CH3:23])[CH2:18][C:17]([C:24]([N:38]1[CH2:37][CH2:36][N:35]([CH2:34][C:33]3[CH:41]=[C:42]([O:46][CH3:47])[C:43]([O:44][CH3:45])=[C:31]([O:30][CH3:29])[CH:32]=3)[CH2:40][CH2:39]1)=[O:26])=[CH:16]2 |f:2.3.4,10.11|. Procedure details: Diethyl phosphorocyanidate (0.9 g) is added dropwise to an ice-cooling mixture consisting of 5,6-dimethoxy-1H-indene-2-carboxylic acid (0.8 g), 1-(3,4,5-trimethyoxybenzyl)piperazine dihydrochloride (1.3 g), triethylamine (2 ml) and N,N-dimethylformamide (12 ml) with stirring. The whole mixture is stirred at room temperature for two hours and water is added. The mixture is extracted with ethyl acetate. The extract solution is washed with water, dried and then concentrated under reduced pressure. ... Reactants: NC1=C2N=CN(C2=NC(=N1)NC1CCCCC1)CC1=CC=CC=C1 (6-Amino-9-benzyl-2-cyclohexylaminopurine), BrBr (bromine), S(=S)(=O)([O-])[O-].[Na+].[Na+] (sodium thiosulfate). Solvent: C(Cl)Cl (methylene chloride). Reaction conditions: time 1 hour. The product is NC1=C2N=C(N(C2=NC(=N1)NC1CCCCC1)CC1=CC=CC=C1)Br (6-Amino-9-benzyl-8-bromo-2-cyclohexylaminopurine). The yield is 84.0%. RXN SMILES: [NH2:1][C:2]1[N:10]=[C:9]([NH:11][CH:12]2[CH2:17][CH2:16][CH2:15][CH2:14][CH2:13]2)[N:8]=[C:7]2[C:3]=1[N:4]=[CH:5][N:6]2[CH2:18][C:19]1[CH:24]=[CH:23][CH:22]=[CH:21][CH:20]=1.[Br:25]Br.S([O-])([O-])(=O)=S.[Na+].[Na+]>C(Cl)Cl>[NH2:1][C:2]1[N:10]=[C:9]([NH:11][CH:12]2[CH2:17][CH2:16][CH2:15][CH2:14][CH2:13]2)[N:8]=[C:7]2[C:3]=1[N:4]=[C:5]([Br:25])[N:6]2[CH2:18][C:19]1[CH:20]=[CH:21][CH:22]=[CH:23][CH:24]=1 |f:2.3.4|. Procedure: 6-Amino-9-benzyl-2-cyclohexylaminopurine (100 mg, 0.31 mmol) and bromine (0.5 ml) were dissolved in 50 ml of methylene chloride and the solution was stirred at room temperature for 1 hour. Aqueous sodium thiosulfate was added to the reaction mixture. The organic layer was separated, dried on sodium sulfate and filtered. The solvent in the filtrate was evaporated in vacuo. The residue was purified with silica gel chromatography (1% methanol/chloroform) to give the subject compound (105 mg, yield ...